Task: describe an organic reaction: reactants, conditions, products, and yield. Dataset: the Open Reaction Database (ORD), a public repository of structured organic reaction records Starting materials: C(C)(=O)C1=NC=CC=C1 (2-acetylpyridine), COS(=O)(=O)C1=CC=C(C=C1)C (p-toluenesulfonic acid methyl ester). Run in C1(=CC=CC=C1)C (toluene). Yields the product C(C)(=O)C1=[N+](C=CC=C1)C.CC=1C=CC(=CC1)S(=O)(=O)O (2-acetyl-1-methylpyridinium p-toluenesulfonate). RXN SMILES: [C:1]([C:4]1[CH:9]=[CH:8][CH:7]=[CH:6][N:5]=1)(=[O:3])[CH3:2].[CH3:10][O:11][S:12]([C:15]1[CH:20]=[CH:19][C:18]([CH3:21])=[CH:17][CH:16]=1)(=[O:14])=[O:13]>C1(C)C=CC=CC=1>[C:1]([C:4]1[CH:9]=[CH:8][CH:7]=[CH:6][N+:5]=1[CH3:10])(=[O:3])[CH3:2].[CH3:21][C:18]1[CH:19]=[CH:20][C:15]([S:12]([OH:14])(=[O:13])=[O:11])=[CH:16][CH:17]=1 |f:3.4|. Reported procedure: 50.0 g (0.41 mol) of 2-acetylpyridine and 80.6 g (0.43 mol) of p-toluenesulfonic acid methyl ester were refluxed in 250 ml of toluene for 5 hours. After cooling, the light brown solid that had formed was filtered off, rinsed with toluene and dried under vacuum. Yield: 77.2 g (61%); 1H-NMR (400 MHz, DMSO-d6): δ [ppm]=2.30 (s, 31-1); 2.81 (s, 3H); 4.35 (s, 3H); 7.10 (d, 2H); 7.47 (d, 2H); 8.26 (dd, 1H); 8.61 (d, 1H); 8.78 (dd, 1H); 9.18 (d, 1H). Starting materials: C1(=CC=CC=C1)C(N)C(=O)OC(C1=CC=CC=C1)C1=CC=CC=C1 (α-phenylglycine, diphenylmethyl ester), C(C)OC=S (ethylthioformate), S (hydrogen sulfide). The solvent is O1CCCC1 (tetrahydrofuran). Run at time 8 hour. Yields the product S=CNC(C(=O)OC(C1=CC=CC=C1)C1=CC=CC=C1)C1=CC=CC=C1 (α-[(Thioxomethyl)amino]benzeneacetic acid, diphenylmethyl ester). RXN SMILES: [C:1]1([CH:7]([C:9]([O:11][CH:12]([C:19]2[CH:24]=[CH:23][CH:22]=[CH:21][CH:20]=2)[C:13]2[CH:18]=[CH:17][CH:16]=[CH:15][CH:14]=2)=[O:10])[NH2:8])[CH:6]=[CH:5][CH:4]=[CH:3][CH:2]=1.C(O[CH:28]=[S:29])C.S>O1CCCC1>[S:29]=[CH:28][NH:8][CH:7]([C:1]1[CH:2]=[CH:3][CH:4]=[CH:5][CH:6]=1)[C:9]([O:11][CH:12]([C:19]1[CH:24]=[CH:23][CH:22]=[CH:21][CH:20]=1)[C:13]1[CH:14]=[CH:15][CH:16]=[CH:17][CH:18]=1)=[O:10]. Procedure: A solution of 15.9 g. (0.05 mol.) of α-phenylglycine, diphenylmethyl ester, and 9 g. of (0.1 mol.) of ethylthioformate in 50 ml. of tetrahydrofuran is stirred overnight at room temperature. Then a stream of hydrogen sulfide is passed into the solution for 10 minutes, the reaction mixture is permitted to stand overnight, then concentrated and petroleum ether is added to the residue. 16.9 g. of α-[(thioxomethyl)amino]benzeneacetic acid, diphenylmethyl ester, crystallizes. The crude product is recr... The reactants are CCO, NN, O=C1c2ccccc2C(=O)N1Cc1ccc(N2C(=O)N(c3ccccc3Br)Cc3cnc(Nc4ccccc4)nc32)cc1, O. Yields the product NCc1ccc(N2C(=O)N(c3ccccc3Br)Cc3cnc(Nc4ccccc4)nc32)cc1. As a reaction SMILES: [CH3:47][CH2:48][OH:49].[NH2:45][NH2:46].[NH:1]([c:2]1[cH:3][cH:4][cH:5][cH:6][cH:7]1)[c:8]1[n:9][cH:10][c:11]2[c:12]([n:13]1)[N:14]([c:26]1[cH:27][cH:28][c:29]([CH2:32][N:33]3[C:34](=[O:35])[c:36]4[cH:37][cH:38][cH:39][cH:40][c:41]4[C:42]3=[O:43])[cH:30][cH:31]1)[C:15](=[O:25])[N:16]([c:18]1[c:19]([Br:24])[cH:20][cH:21][cH:22][cH:23]1)[CH2:17]2.[OH2:44]>>[NH:1]([c:2]1[cH:3][cH:4][cH:5][cH:6][cH:7]1)[c:8]1[n:9][cH:10][c:11]2[c:12]([n:13]1)[N:14]([c:26]1[cH:27][cH:28][c:29]([CH2:32][NH2:33])[cH:30][cH:31]1)[C:15](=[O:25])[N:16]([c:18]1[c:19]([Br:24])[cH:20][cH:21][cH:22][cH:23]1)[CH2:17]2. The yield is 96.9%. Reaction conditions: time 1 hour. Reported procedure: Acenaphthen-1-one (34 g, 200 mmol) was dissolved in methanol (300 ml). Sodium borohydride (8 g, 200 mmol) was added to this solution under ice-cooling, and the mixture was stirred at room temperature for 1 hr. The reaction mixture was poured into water, and the mixture was extracted with ethyl acetate. The extract was washed with water and saturated brine, dried over magnesium sulfate, and concentrated to give 1-acenaphthenol (33 g) as yellow crystals. (2) To a solution of 1-acenaphthenol (33 g,... Product: C1(CC2=CC=CC3=CC=CC1=C23)O (1-acenaphthenol). As a reaction SMILES: [C:1]1(=[O:13])[C:11]2=[C:12]3[C:7](=[CH:8][CH:9]=[CH:10]2)[CH:6]=[CH:5][CH:4]=[C:3]3[CH2:2]1.[BH4-].[Na+].O>CO>[CH:1]1([OH:13])[C:11]2=[C:12]3[C:7](=[CH:8][CH:9]=[CH:10]2)[CH:6]=[CH:5][CH:4]=[C:3]3[CH2:2]1 |f:1.2|. Run in CO (methanol). Starting materials: [BH4-].[Na+] (Sodium borohydride), C1(CC2=CC=CC3=CC=CC1=C23)=O (Acenaphthen-1-one), O (water). Solvent: C1(=CC=CC=C1)C (toluene), C1(=CC=CC=C1)C (toluene). RXN SMILES: F[C:2]1[CH:7]=[CH:6][C:5]([C:8]([F:11])([F:10])[F:9])=[CH:4][CH:3]=1.[CH:12]1([C:17]#[N:18])[CH2:16][CH2:15][CH2:14][CH2:13]1.C[Si]([N-][Si](C)(C)C)(C)C.[K+]>C1(C)C=CC=CC=1>[F:9][C:8]([F:11])([F:10])[C:5]1[CH:6]=[CH:7][C:2]([C:12]2([C:17]#[N:18])[CH2:16][CH2:15][CH2:14][CH2:13]2)=[CH:3][CH:4]=1 |f:2.3|. Conditions: temperature 70 celsius, time 14 hour. Reported procedure: To a stirred solution of 4-fluorobenzotrifluoride (5.0 g, 30.47 mmol) in toluene (40 mL) was added cyclopentanecarbonitrile (10.5 mL, 100.55 mmol) followed by a solution of 0.5 M KHMDS in toluene (92 mL, 45.71 mmol). The reaction mixture was heated to 70° C. and stirred for 14 hours. After cooling to RT, the reaction mixture was quenched with 1 M HCl until pH<7. The layers were separated and the organic layer was washed with saturated NaHCO3, water, brine, dried over MgSO4, filtered, and concent... The reactants are FC1=CC=C(C=C1)C(F)(F)F (4-fluorobenzotrifluoride), C1(CCCC1)C#N (cyclopentanecarbonitrile), C[Si](C)(C)[N-][Si](C)(C)C.[K+] (KHMDS). Isolated yield 103.3%. Yields the product FC(C1=CC=C(C=C1)C1(CCCC1)C#N)(F)F (1-[4-(Trifluoromethyl)phenyl]cyclopentanecarbonitrile).